This data is from the Open Reaction Database (ORD), a public repository of structured organic reaction records. The task is: describe an organic reaction: reactants, conditions, products, and yield Starting materials: FC=1C=C(C=C(C1C=O)F)/C=C/C(=O)OC ((E)-Methyl 3-(3,5-difluoro-4-formylphenyl)acrylate), N1C=C(C2=CC=CC=C12)C[C@@H](C)NCC(C)(C)F ((R)—N-(1-(1H-indol-3-yl)propan-2-yl)-2-fluoro-2-methylpropan-1-amine), C(C)(=O)O (acetic acid). Solvent: C1(=CC=CC=C1)C (toluene). Run at temperature 80 celsius. Yields the product FC=1C=C(C=C(C1[C@H]1N([C@@H](CC2=C1NC1=CC=CC=C21)C)CC(C)(C)F)F)/C=C/C(=O)OC ((E)-methyl 3-(3,5-difluoro-4-((1R,3R)-2-(2-fluoro-2-methylpropyl)-3-methyl-2,3,4,9-tetrahydro-1H-pyrido[3,4-b]indol-1-yl)phenyl)acrylate). Isolated yield 68.0%. RXN SMILES: [F:1][C:2]1[CH:3]=[C:4](/[CH:11]=[CH:12]/[C:13]([O:15][CH3:16])=[O:14])[CH:5]=[C:6]([F:10])[C:7]=1[CH:8]=O.[NH:17]1[C:25]2[C:20](=[CH:21][CH:22]=[CH:23][CH:24]=2)[C:19]([CH2:26][C@H:27]([NH:29][CH2:30][C:31]([F:34])([CH3:33])[CH3:32])[CH3:28])=[CH:18]1.C(O)(=O)C>C1(C)C=CC=CC=1>[F:1][C:2]1[CH:3]=[C:4](/[CH:11]=[CH:12]/[C:13]([O:15][CH3:16])=[O:14])[CH:5]=[C:6]([F:10])[C:7]=1[C@@H:8]1[C:18]2[NH:17][C:25]3[C:20]([C:19]=2[CH2:26][C@@H:27]([CH3:28])[N:29]1[CH2:30][C:31]([F:34])([CH3:33])[CH3:32])=[CH:21][CH:22]=[CH:23][CH:24]=3. Procedure details: (E)-Methyl 3-(3,5-difluoro-4-formylphenyl)acrylate (6.58 g, 29.09 mmol) was added to a suspension of (R)—N-(1-(1H-indol-3-yl)propan-2-yl)-2-fluoro-2-methylpropan-1-amine (6.02 g. 24.24 mmol) in toluene (51.1 ml) and acetic acid (2.78 ml, 48.48 mmol). The reaction was heated to 80° C. for 5 hours. The reaction mixture was purified by ion exchange chromatography, using an SCX-2 column. The desired product was eluted from the column using 7M NH3/methanol and pure fractions were evaporated to drynes... Starting materials: ClCCl, CC(C)(C)OC(=O)N1CC(O)(c2cccc(F)c2F)C1, O=C(O)C(F)(F)F. The product is OC1(c2cccc(F)c2F)CNC1. RXN SMILES: [Cl:28][CH2:29][Cl:30].[F:8][c:9]1[c:10]([C:16]2([OH:27])[CH2:17][N:18]([C:20]([O:21][C:22]([CH3:23])([CH3:24])[CH3:25])=[O:26])[CH2:19]2)[cH:11][cH:12][cH:13][c:14]1[F:15].[OH:1][C:2]([C:3]([F:4])([F:5])[F:6])=[O:7]>>[F:8][c:9]1[c:10]([C:16]2([OH:27])[CH2:17][NH:18][CH2:19]2)[cH:11][cH:12][cH:13][c:14]1[F:15]. Reactants: COC=1C=C(C=NC1)CO ((5-methoxypyridin-3-yl)methanol), I(=O)(=O)(=O)O (periodic acid). The reagents and catalysts are CC(=O)CC(=O)C.CC(=O)CC(=O)C.CC(=O)CC(=O)C.[Cr].[Cr].[Cr].[Cr].[Cr].[Cr+6] (chromium (III) acetylacetonate). The solvent is C(C)#N (acetonitrile), C(C)#N (acetonitrile). Conditions: time 5 hour. Yields the product COC=1C=NC=C(C=O)C1 (5-methoxynicotinaldehyde). Reaction SMILES: [CH3:1][O:2][C:3]1[CH:4]=[C:5]([CH2:9][OH:10])[CH:6]=[N:7][CH:8]=1.I(O)(=O)(=O)=O>C(#N)C.CC(CC(C)=O)=O.CC(CC(C)=O)=O.CC(CC(C)=O)=O.[Cr].[Cr].[Cr].[Cr].[Cr].[Cr+6]>[CH3:1][O:2][C:3]1[CH:8]=[N:7][CH:6]=[C:5]([CH:4]=1)[CH:9]=[O:10] |f:3.4.5.6.7.8.9.10.11|. Reported procedure: To an cooled solution (−78° C. internal temp) of 0.2 g of methyl 3-methoxypyrazine-2-carboxylate in 25 mL of toluene was added 3 mL of 1 M diisobutyl aluminum hydride in toluene. After stirring 10 min the reaction was quenched with 5 mL of water, allowed to warm to room temperature and dried with 5 g of MgSO4. Concentration under reduced pressure gave 0.2 g of (5-methoxypyridin-3-yl)methanol as an resin (MS (m+1)=140.1). The (5-methoxypyridin-3-yl)methanol (0.2 g) was taken up 10 mL of anhydrous... Starting materials: NC=1C=NC=CC1N1C[C@@H](CCC1)NC(OC(C)(C)C)=O ((R)-tert-butyl 1-(3-aminopyridin-4-yl)piperidin-3-ylcarbamate), C(C)(C)(C)OC(=O)NC1=C(N=C(S1)C1=C(C=CC=C1F)F)C(=O)O (5-(tert-butoxycarbonylamino)-2-(2,6-difluorophenyl)thiazole-4-carboxylic acid). Yields the product NC1=C(N=C(S1)C1=C(C=CC=C1F)F)C(=O)NC=1C=NC=CC1N1C[C@H](CCC1)N ((S)-5-amino-N-(4-(3-aminopiperidin-1-yl)pyridin-3-yl)-2-(2,6-difluorophenyl)thiazole-4-carboxamide), solid. Yield: 7.2%. As a reaction SMILES: [NH2:1][C:2]1[CH:3]=[N:4][CH:5]=[CH:6][C:7]=1[N:8]1[CH2:13][CH2:12][CH2:11][C@@H:10]([NH:14]C(=O)OC(C)(C)C)[CH2:9]1.C(OC([NH:29][C:30]1[S:34][C:33]([C:35]2[C:40]([F:41])=[CH:39][CH:38]=[CH:37][C:36]=2[F:42])=[N:32][C:31]=1[C:43](O)=[O:44])=O)(C)(C)C>>[NH2:29][C:30]1[S:34][C:33]([C:35]2[C:40]([F:41])=[CH:39][CH:38]=[CH:37][C:36]=2[F:42])=[N:32][C:31]=1[C:43]([NH:1][C:2]1[CH:3]=[N:4][CH:5]=[CH:6][C:7]=1[N:8]1[CH2:13][CH2:12][CH2:11][C@H:10]([NH2:14])[CH2:9]1)=[O:44]. Procedure: Following the procedures as described in EXAMPLE 1 and starting with (R)-tert-butyl 1-(3-aminopyridin-4-yl)piperidin-3-ylcarbamate and 5-(tert-butoxycarbonylamino)-2-(2,6-difluorophenyl)thiazole-4-carboxylic acid, the title compound was obtained as a white solid (8 mg, 7.2%). 1H NMR (400 MHz, DMSO) δ 9.37 (s, 1H), 8.21 (d, J=5.2, 1H), 7.67 (s, 2H), 7.54 (ddd, J=14.7, 8.4, 6.3, 1H), 7.29 (t, J=8.9, 2H), 7.12 (d, J=5.3, 1H), 3.12 (d, J=7.6, 2H), 3.05-2.91 (m, 2H), 1.93-1.79 (m, 1H), 1.72 (s, 2H), ... Reactants: C(C)C(N(C1=CC(=CC=C1)C#N)CCCCC1=CC=C(C=C1)N)C(=O)O (ethyl N-[4-[4-aminophenyl]butyl]-N-[3-cyanophenyl]glycine), [N+](=O)(O)[O-].CC1=NN(C(=C1)C)C(=N)N (3,5-dimethylpyrazole-1-carboxamidine nitrate). Solvent: N1=CC=CC=C1 (pyridine). The product is C(C)C(N(C1=CC(=CC=C1)C#N)CCCCC1=CC=C(C=C1)NC=NN)C(=O)O (ethyl N-[4-[4-[(aminoiminomethyl)amino]phenyl]butyl]-N-[3-cyanophenyl]glycine). Isolated yield 58.3%. RXN SMILES: [CH2:1]([CH:3]([C:24]([OH:26])=[O:25])[N:4]([CH2:13][CH2:14][CH2:15][CH2:16][C:17]1[CH:22]=[CH:21][C:20]([NH2:23])=[CH:19][CH:18]=1)[C:5]1[CH:10]=[CH:9][CH:8]=[C:7]([C:11]#[N:12])[CH:6]=1)[CH3:2].[N+]([O-])(O)=O.C[C:32]1C=C(C)[N:34](C(N)=N)[N:33]=1>N1C=CC=CC=1>[CH2:1]([CH:3]([C:24]([OH:26])=[O:25])[N:4]([CH2:13][CH2:14][CH2:15][CH2:16][C:17]1[CH:18]=[CH:19][C:20]([NH:23][CH:32]=[N:33][NH2:34])=[CH:21][CH:22]=1)[C:5]1[CH:10]=[CH:9][CH:8]=[C:7]([C:11]#[N:12])[CH:6]=1)[CH3:2] |f:1.2|. Reported procedure: Part E. A solution of ethyl N-[4-[4-aminophenyl]butyl]-N-[3-cyanophenyl]glycine (0.12 gm, 0.34 mmol) and 3,5-dimethylpyrazole-1-carboxamidine nitrate (0.103 gm, 0.51 mmol) in 10 mL pyridine was heated to 100° C. under a nitrogen atmosphere for 3 hrs. The reaction mixture was allowed to cool and was partitioned between ethyl acetate and water. The combined organic layer was washed with water, brine, dried over magnesium sulfate and concentrated to give the crude product. The product was purified ... Reactants: BrC=1C=C2CC(OC(C2=CC1)=O)=O (6-Bromo-isochroman-1,3-dione), BrC=1C=C2CC(OC(C2=CC1)=O)=O (6-Bromo-isochroman-1,3-dione), COC1=CC=C(CN)C=C1 (4-methoxybenzylamine). The solvent is C1(=CC=CC=C1)C.C(C)(=O)O (toluene acetic acid). The product is BrC=1C=C2CC(N(C(C2=CC1)=O)CC1=CC=C(C=C1)OC)=O (6-Bromo-2-(4-methoxy-benzyl)-4H-isoquinoline-1,3-dione). Isolated yield 82.7%. Reaction SMILES: [Br:1][C:2]1[CH:3]=[C:4]2[C:9](=[CH:10][CH:11]=1)[C:8](=[O:12])O[C:6](=[O:13])[CH2:5]2.[CH3:14][O:15][C:16]1[CH:23]=[CH:22][C:19]([CH2:20][NH2:21])=[CH:18][CH:17]=1>C1(C)C=CC=CC=1.C(O)(=O)C>[Br:1][C:2]1[CH:3]=[C:4]2[C:9](=[CH:10][CH:11]=1)[C:8](=[O:12])[N:21]([CH2:20][C:19]1[CH:22]=[CH:23][C:16]([O:15][CH3:14])=[CH:17][CH:18]=1)[C:6](=[O:13])[CH2:5]2 |f:2.3|. Reported procedure: A mixture of 6-bromo-isochroman-1,3-dione (0.6 g) (product of step ii)) and 4-methoxybenzylamine (0.313 g) in toluene:acetic acid (4:1, 20 mL) was heated at reflux for 17 hours. The reaction mixture was evaporated and the residue was dissolved in dichloromethane before washing with 2N hydrochloric acid. The organic phase was dried, filtered and evaporated then triturated with diethyl ether to yield the sub-title compound (680 mg). The reactants are N(=[N+]=[N-])[C@@H]1C[C@H](C1)C(=O)OC (trans methyl 3-azidocyclobutane carboxylate), O (water), [OH-].[Na+] (sodium hydroxide). The solvent is CO (methanol). Yields the product N(=[N+]=[N-])[C@@H]1C[C@H](C1)C(=O)O (Trans 3-azidocyclobutane carboxylic acid). RXN SMILES: [N:1]([C@H:4]1[CH2:7][C@H:6]([C:8]([O:10]C)=[O:9])[CH2:5]1)=[N+:2]=[N-:3].O.[OH-].[Na+]>CO>[N:1]([C@H:4]1[CH2:7][C@H:6]([C:8]([OH:10])=[O:9])[CH2:5]1)=[N+:2]=[N-:3] |f:2.3|. Procedure: To a solution of trans methyl 3-azidocyclobutane carboxylate (2.38 g, 15.3 mmol) in methanol (5 ml) was added water (5 ml). The resulting cloudy mixture was stirred vigorously and treated dropwise (0.5 h) with an aqueous solution of sodium hydroxide (1N, 15.3 ml) at such a rate that the temperature was kept under 25° C. The reaction mixture was stirred at 23° C. for 2 h and the methanol was evaporated in vacuo to a slightly yellow residue which was diluted with water (10 ml). The aqueous solutio...